Dataset: the Open Reaction Database (ORD), a public repository of structured organic reaction records. Task: describe an organic reaction: reactants, conditions, products, and yield Reactants: CCOC(=O)C1CCC(=O)N1, C1CCOC1, O=C(Cl)OCc1ccccc1. Product: CCOC(=O)C1CCC(=O)N1C(=O)OCc1ccccc1. RXN SMILES: [CH2:1]([CH3:2])[O:3][C:4](=[O:5])[CH:6]1[NH:7][C:8](=[O:11])[CH2:9][CH2:10]1.[CH2:23]1[O:24][CH2:25][CH2:26][CH2:27]1.[Cl:12][C:13](=[O:14])[O:15][CH2:16][c:17]1[cH:18][cH:19][cH:20][cH:21][cH:22]1>>[CH2:1]([CH3:2])[O:3][C:4](=[O:5])[CH:6]1[N:7]([C:13](=[O:14])[O:15][CH2:16][c:17]2[cH:18][cH:19][cH:20][cH:21][cH:22]2)[C:8](=[O:11])[CH2:9][CH2:10]1. The reactants are COc1ccccc1-c1cc(C(=O)O)n[nH]1, CCN=C=NCCCN(C)C, CCN(C(C)C)C(C)C, Cl, NCC(=O)N1CCN(C(=O)c2cc(F)ccc2C(F)(F)F)CC1, CN(C)C=O, O, On1nnc2ccccc21. Yields the product COc1ccccc1-c1cc(C(=O)NCC(=O)N2CCN(C(=O)c3cc(F)ccc3C(F)(F)F)CC2)n[nH]1. Reaction SMILES: [CH3:10][O:11][c:12]1[c:13](-[c:18]2[cH:19][c:20]([C:23](=[O:24])[OH:25])[n:21][nH:22]2)[cH:14][cH:15][cH:16][cH:17]1.[CH3:36][CH2:37][N:38]=[C:39]=[N:40][CH2:41][CH2:42][CH2:43][N:44]([CH3:45])[CH3:46].[CH:1]([N:2]([CH2:3][CH3:4])[CH:5]([CH3:6])[CH3:7])([CH3:8])[CH3:9].[ClH:47].[NH2:48][CH2:49][C:50](=[O:51])[N:52]1[CH2:53][CH2:54][N:55]([C:58]([c:59]2[c:60]([C:66]([F:67])([F:68])[F:69])[cH:61][cH:62][c:63]([F:65])[cH:64]2)=[O:70])[CH2:56][CH2:57]1.[O:71]=[CH:72][N:73]([CH3:74])[CH3:75].[OH2:76].[OH:26][n:27]1[c:28]2[c:29]([cH:30][cH:31][cH:32][cH:33]2)[n:34][n:35]1>>[CH3:10][O:11][c:12]1[c:13](-[c:18]2[cH:19][c:20]([C:23](=[O:25])[NH:48][CH2:49][C:50](=[O:51])[N:52]3[CH2:53][CH2:54][N:55]([C:58]([c:59]4[c:60]([C:66]([F:67])([F:68])[F:69])[cH:61][cH:62][c:63]([F:65])[cH:64]4)=[O:70])[CH2:56][CH2:57]3)[n:21][nH:22]2)[cH:14][cH:15][cH:16][cH:17]1. Starting materials: CCCCCC(=O)Cl, CCOC(C)=O, Cc1nc(C)c(C2C(=O)CC(C(C)C)CC2=O)nc1C, CCCCCC, [Cl-], [K]. Yields the product CCCCCC(=O)OC1=C(c2nc(C)c(C)nc2C)C(=O)CC(C(C)C)C1. As a reaction SMILES: [C:22]([CH2:23][CH2:24][CH2:25][CH2:26][CH3:27])(=[O:28])[Cl:29].[C:37]([O:38][CH2:39][CH3:40])(=[O:41])[CH3:42].[CH3:2][CH:3]([CH3:4])[CH:5]1[CH2:6][C:7](=[O:21])[CH:8]([c:12]2[n:13][c:14]([CH3:20])[c:15]([CH3:19])[n:16][c:17]2[CH3:18])[C:9](=[O:11])[CH2:10]1.[CH3:31][CH2:32][CH2:33][CH2:34][CH2:35][CH3:36].[Cl-:30].[K:1]>>[CH3:2][CH:3]([CH3:4])[CH:5]1[CH2:6][C:7]([O:21][C:22]([CH2:23][CH2:24][CH2:25][CH2:26][CH3:27])=[O:28])=[C:8]([c:12]2[n:13][c:14]([CH3:20])[c:15]([CH3:19])[n:16][c:17]2[CH3:18])[C:9](=[O:11])[CH2:10]1. Reactants: CC(=O)O[BH-](OC(C)=O)OC(C)=O, CC(C)N1CCNCC1=O, Cn1c(CC=O)nc2c(N3CCOCC3)nc(Cl)nc21, Cn1cnc2c(Cl)nc(Cl)nc21, [Na+]. The product is CC(C)N1CCN(CCc2nc3c(N4CCOCC4)nc(Cl)nc3n2C)CC1=O. RXN SMILES: [C:43]([O:44][BH-:45]([O:46][C:47](=[O:48])[CH3:49])[O:50][C:51](=[O:52])[CH3:53])(=[O:54])[CH3:55].[CH:21]([CH3:22])([CH3:23])[N:24]1[C:25](=[O:30])[CH2:26][NH:27][CH2:28][CH2:29]1.[Cl:1][c:2]1[n:3][c:4]([N:15]2[CH2:16][CH2:17][O:18][CH2:19][CH2:20]2)[c:5]2[n:6][c:7]([CH2:12][CH:13]=[O:14])[n:8]([CH3:11])[c:9]2[n:10]1.[Cl:31][c:32]1[n:33][c:34]2[c:35]([n:36][cH:37][n:38]2[CH3:39])[c:40]([Cl:41])[n:42]1.[Na+:56]>>[Cl:1][c:2]1[n:3][c:4]([N:15]2[CH2:16][CH2:17][O:18][CH2:19][CH2:20]2)[c:5]2[n:6][c:7]([CH2:12][CH2:13][N:27]3[CH2:26][C:25](=[O:30])[N:24]([CH:21]([CH3:22])[CH3:23])[CH2:29][CH2:28]3)[n:8]([CH3:11])[c:9]2[n:10]1. Reactants: COC(OC)c1cc(Oc2cccc(N)c2)ccc1[N+](=O)[O-], [Na+], O=C1CCCCC1, [OH-]. Product: COC(OC)c1cc(Oc2cccc(NC3CCCCC3)c2)ccc1[N+](=O)[O-]. As a reaction SMILES: [CH3:1][O:2][CH:3]([c:4]1[cH:5][c:6]([O:7][c:8]2[cH:9][c:10]([NH2:14])[cH:11][cH:12][cH:13]2)[cH:15][cH:16][c:17]1[N+:18](=[O:19])[O-:20])[O:21][CH3:22].[Na+:31].[O:23]=[C:24]1[CH2:25][CH2:26][CH2:27][CH2:28][CH2:29]1.[OH-:30]>>[CH3:1][O:2][CH:3]([c:4]1[cH:5][c:6]([O:7][c:8]2[cH:9][c:10]([NH:14][CH:24]3[CH2:25][CH2:26][CH2:27][CH2:28][CH2:29]3)[cH:11][cH:12][cH:13]2)[cH:15][cH:16][c:17]1[N+:18](=[O:19])[O-:20])[O:21][CH3:22]. Starting materials: ClC=1C=C(C=CC1C(C(C(F)(F)F)(O)C=1C=C(C2=C(N(C(CO2)=O)C)C1)F)C)C1=CC(=C(C=C1)F)OC (6-[2-(3-chloro-4′-fluoro-3′-methoxy-biphenyl-4-yl)-1-hydroxy-1-trifluoromethyl-propyl]-8-fluoro-4-methyl-4H-benzo[1,4]oxazin-3-one), B(Br)(Br)Br (BBr3). Yields the product ClC=1C=C(C=CC1C(C(C(F)(F)F)(O)C=1C=C(C2=C(N(C(CO2)=O)C)C1)F)C)C1=CC(=C(C=C1)F)O (6-[2-(3-Chloro-4′-fluoro-3′-hydroxy-biphenyl-4-yl)-1-hydroxy-1-trifluoromethyl-propyl]-8-fluoro-4-methyl-4H-benzo[1,4]oxazin-3-one). RXN SMILES: [Cl:1][C:2]1[CH:3]=[C:4]([C:29]2[CH:34]=[CH:33][C:32]([F:35])=[C:31]([O:36]C)[CH:30]=2)[CH:5]=[CH:6][C:7]=1[CH:8]([CH3:28])[C:9]([C:15]1[CH:16]=[C:17]([F:27])[C:18]2[O:23][CH2:22][C:21](=[O:24])[N:20]([CH3:25])[C:19]=2[CH:26]=1)([OH:14])[C:10]([F:13])([F:12])[F:11].B(Br)(Br)Br>>[Cl:1][C:2]1[CH:3]=[C:4]([C:29]2[CH:34]=[CH:33][C:32]([F:35])=[C:31]([OH:36])[CH:30]=2)[CH:5]=[CH:6][C:7]=1[CH:8]([CH3:28])[C:9]([C:15]1[CH:16]=[C:17]([F:27])[C:18]2[O:23][CH2:22][C:21](=[O:24])[N:20]([CH3:25])[C:19]=2[CH:26]=1)([OH:14])[C:10]([F:13])([F:11])[F:12]. Reported procedure: In analogy to Example 1, step 4, 6-[2-(3-chloro-4′-fluoro-3′-methoxy-biphenyl-4-yl)-1-hydroxy-1-trifluoromethyl-propyl]-8-fluoro-4-methyl-4H-benzo[1,4]oxazin-3-one was reacted with BBr3 to give the title compound as a light yellow oil. MS (m/e, ISP neg. ion)=526.2 [M−H+]. The reactants are COC(=O)c1sc(-c2ccccc2)cc1I, C1COCCO1, O. Yields the product O=C(O)c1sc(-c2ccccc2)cc1I. RXN SMILES: [CH3:1][O:2][C:3](=[O:4])[c:5]1[s:6][c:7](-[c:11]2[cH:12][cH:13][cH:14][cH:15][cH:16]2)[cH:8][c:9]1[I:10].[O:18]1[CH2:19][CH2:20][O:21][CH2:22][CH2:23]1.[OH2:17]>>[O:2]=[C:3]([OH:4])[c:5]1[s:6][c:7](-[c:11]2[cH:12][cH:13][cH:14][cH:15][cH:16]2)[cH:8][c:9]1[I:10].